Dataset: the Open Reaction Database (ORD), a public repository of structured organic reaction records. Task: describe an organic reaction: reactants, conditions, products, and yield Procedure details: Following the procedure given in E above, 75 grams of 2-methyl-2,4-diethyl decahydroquinoline were reacted with ethylene oxide in the presence of 50 milliliters of ethylene glycol at 200° C. for 10 hours to yield 1-(2'-hydroxyethyl)-2-methyl-2,4-diethyl decahydroquinoline, which had a boiling point of 140° C. at 0.8 mm Hg. The NMR and infrared spectra were consistent with the desired product. For formula of C16H31NO, the calculated carbon, hydrogen, nitrogen contents are 75.83% carbon, 12.33% hy... The product is OCCN1C(CC(C2CCCCC12)CC)(CC)C (1-(2'-hydroxyethyl)-2-methyl-2,4-diethyl decahydroquinoline). Reactants: CC1(NC2CCCCC2C(C1)CC)CC (2-methyl-2,4-diethyl decahydroquinoline), C1CO1 (ethylene oxide). RXN SMILES: [CH3:1][C:2]1([CH2:14][CH3:15])[CH2:11][CH:10]([CH2:12][CH3:13])[CH:9]2[CH:4]([CH2:5][CH2:6][CH2:7][CH2:8]2)[NH:3]1.[CH2:16]1[O:18][CH2:17]1>C(O)CO>[OH:18][CH2:17][CH2:16][N:3]1[CH:4]2[CH:9]([CH2:8][CH2:7][CH2:6][CH2:5]2)[CH:10]([CH2:12][CH3:13])[CH2:11][C:2]1([CH3:1])[CH2:14][CH3:15]. The solvent is C(CO)O (ethylene glycol).